This data is from the Open Reaction Database (ORD), a public repository of structured organic reaction records. The task is: describe an organic reaction: reactants, conditions, products, and yield Reactants: ClC(=O)OC(C)C (isopropyl chloroformate), FC(C=O)(F)F (2,2,2-trifluoroethanone), C1(CC1)N1N=CC(=C1)C=1C=C2N(C[C@@H](N(C2=CC1)C(=O)OC)C)C(=O)OC1CCCC1 ((S)-4-cyclopentyl 1-methyl 6-(1-cyclopropyl-1H-pyrazol-4-yl)-2-methyl-2,3-dihydroquinoxaline-1,4-dicarboxylate). Yields the product C1(CC1)N1N=CC(=C1)C=1C=C2N(C[C@@H](N(C2=CC1)C(=O)OC)C)C(=O)OC(C)C ((S)-4-isopropyl 1-methyl 6-(1-cyclopropyl-1H-pyrazol-4-yl)-2-methyl-2,3-dihydroquinoxaline-1,4-dicarboxylate), solid. The yield is 79.0%. Reaction SMILES: FC(F)(F)C=O.[CH:7]1([N:10]2[CH:14]=[C:13]([C:15]3[CH:16]=[C:17]4[C:22](=[CH:23][CH:24]=3)[N:21]([C:25]([O:27][CH3:28])=[O:26])[C@@H:20]([CH3:29])[CH2:19][N:18]4[C:30]([O:32][CH:33]3[CH2:37]CC[CH2:34]3)=[O:31])[CH:12]=[N:11]2)[CH2:9][CH2:8]1.ClC(OC(C)C)=O>>[CH:7]1([N:10]2[CH:14]=[C:13]([C:15]3[CH:16]=[C:17]4[C:22](=[CH:23][CH:24]=3)[N:21]([C:25]([O:27][CH3:28])=[O:26])[C@@H:20]([CH3:29])[CH2:19][N:18]4[C:30]([O:32][CH:33]([CH3:37])[CH3:34])=[O:31])[CH:12]=[N:11]2)[CH2:8][CH2:9]1. Procedure: (S)-4-isopropyl 1-methyl 6-(1-cyclopropyl-1H-pyrazol-4-yl)-2-methyl-2,3-dihydroquinoxaline-1,4-dicarboxylate was prepared from 2-methyl-3,4-dihydroquinoxalin-1(2H)-yl)-2,2,2-trifluoroethanone following the procedure outlined above for (S)-4-cyclopentyl 1-methyl 6-(1-cyclopropyl-1H-pyrazol-4-yl)-2-methyl-2,3-dihydroquinoxaline-1,4-dicarboxylate and substituting isopropyl chloroformate (1.0 M solution in toluene) in Step 1. The desired product was obtained as an off-white solid (0.065 g, 79%). 1H ... Reactants: FC1=CC(=C(C=C1)[N+](=O)[O-])OC (4-fluoro-2-(methyloxy)-1-nitrobenzene), CN1CCNCCC1 (1-methylhexahydro-1H-1,4-diazepine), C([O-])([O-])=O.[K+].[K+] (potassium carbonate). Run in CS(=O)C (DMSO), C(C)(=O)OCC (ethyl acetate). Reaction conditions: temperature 80 celsius. Product: CN1CCN(CCC1)C1=CC(=C(C=C1)[N+](=O)[O-])OC (1-methyl-4-[3-(methyloxy)-4-nitrophenyl]hexahydro-1H-1,4-diazepine). Isolated yield 114.0%. RXN SMILES: F[C:2]1[CH:7]=[CH:6][C:5]([N+:8]([O-:10])=[O:9])=[C:4]([O:11][CH3:12])[CH:3]=1.[CH3:13][N:14]1[CH2:20][CH2:19][CH2:18][NH:17][CH2:16][CH2:15]1.C(=O)([O-])[O-].[K+].[K+]>CS(C)=O.C(OCC)(=O)C>[CH3:13][N:14]1[CH2:20][CH2:19][CH2:18][N:17]([C:2]2[CH:7]=[CH:6][C:5]([N+:8]([O-:10])=[O:9])=[C:4]([O:11][CH3:12])[CH:3]=2)[CH2:16][CH2:15]1 |f:2.3.4|. Procedure details: To a solution of 4-fluoro-2-(methyloxy)-1-nitrobenzene (1.0 g, 5.85 mmol) in 15 mL of DMSO was added 1-methylhexahydro-1H-1,4-diazepine (0.8 mL, 6.42 mmol) and potassium carbonate (2.4 g, 17.4 mmol). The reaction mixture was heated at 80° C. for 16 h at which time the reaction was diluted with ethyl acetate and washed with a saturated solution of sodium bicarbonate, water and a saturated sodium chloride solution, dried over Na2SO4 and filtered. Solvents were removed under reduced pressure to giv... As a reaction SMILES: C(OC([N:8]1[CH2:12][CH:11]([OH:13])[CH:10]([N:14]2[CH2:19][CH2:18][N:17]([C:20](=[O:28])[C:21]3[CH:26]=[CH:25][C:24]([Cl:27])=[CH:23][CH:22]=3)[CH2:16][CH2:15]2)[CH2:9]1)=O)(C)(C)C.O1CCOCC1>C(Cl)Cl.CCOCC>[Cl:27][C:24]1[CH:25]=[CH:26][C:21]([C:20]([N:17]2[CH2:18][CH2:19][N:14]([CH:10]3[CH:11]([OH:13])[CH2:12][NH:8][CH2:9]3)[CH2:15][CH2:16]2)=[O:28])=[CH:22][CH:23]=1. Yield: 99.0%. Reactants: C(C)(C)(C)OC(=O)N1CC(C(C1)O)N1CCN(CC1)C(C1=CC=C(C=C1)Cl)=O (3-[4-(4-Chloro-benzoyl)-piperazin-1-yl]4-hydroxy-pyrrolidine-1-carboxylic acid tert-butyl ester), O1CCOCC1 (Dioxane). Yields the product ClC1=CC=C(C=C1)C(=O)N1CCN(CC1)C1CNCC1O ((4-Chloro-phenyl)-[4-(4-hydroxy-pyrrolidin-3-yl)-piperazin-1-yl]-methanone). Run at time 4 hour. Solvent: C(Cl)Cl (CH2Cl2), CCOCC (ether). Procedure details: 3-[4-(4-Chloro-benzoyl)-piperazin-1-yl]4-hydroxy-pyrrolidine-1-carboxylic acid tert-butyl ester (26 g) was dissolved in CH2Cl2 (150 mL). 4M HCL/Dioxane (150 mL) was added. The mixture was stirred at RT for 4 h. White precipitate was formed. The mixture was diluted with ether, filtered. The white solid was washed with ether and dried to give the desired product (99% yield). 1H-NMR (300 MHz, DMSO, HCl salt): δ 3.04.0 (m, 12 H), 4.85 (m, 2 H), 7.25 (d, 2 H), 7.54 (d, 2 H). Retention Time (LC, metho... The reactants are ice water, NCC(C)(O)C (1-amino-2-methyl-propan-2-ol), FC(OC1=CC=C(C=C1)NC(C1=C(C=C(C(=C1)[N+](=O)[O-])F)Cl)=O)(F)F (N-(4-trifluoromethoxy-phenyl)-2-chloro-4-fluoro-5-nitro-benzoic acid amide), C(=O)([O-])[O-].[Cs+].[Cs+] (Cs2CO3). The solvent is CN(C)C=O (DMF). Conditions: temperature 50 celsius, time 1 hour. Yields the product FC(OC1=CC=C(C=C1)NC(C1=C(C=C(C(=C1)[N+](=O)[O-])NCC(C)(C)O)Cl)=O)(F)F (N-(4-Trifluoromethoxy-phenyl)-2-chloro-4-(2-hydroxy-2-methyl-propylamino)-5-nitro-benzoic acid amide). As a reaction SMILES: [NH2:1][CH2:2][C:3]([CH3:6])([OH:5])[CH3:4].[F:7][C:8]([F:31])([F:30])[O:9][C:10]1[CH:15]=[CH:14][C:13]([NH:16][C:17](=[O:29])[C:18]2[CH:23]=[C:22]([N+:24]([O-:26])=[O:25])[C:21](F)=[CH:20][C:19]=2[Cl:28])=[CH:12][CH:11]=1.C([O-])([O-])=O.[Cs+].[Cs+]>CN(C=O)C>[F:30][C:8]([F:7])([F:31])[O:9][C:10]1[CH:15]=[CH:14][C:13]([NH:16][C:17](=[O:29])[C:18]2[CH:23]=[C:22]([N+:24]([O-:26])=[O:25])[C:21]([NH:1][CH2:2][C:3]([OH:5])([CH3:6])[CH3:4])=[CH:20][C:19]=2[Cl:28])=[CH:12][CH:11]=1 |f:2.3.4|. Procedure details: A mixture of 1-amino-2-methyl-propan-2-ol (184 mg, 2.06 mmol), N-(4-trifluoromethoxy-phenyl)-2-chloro-4-fluoro-5-nitro-benzoic acid amide (650 mg, 1.7 mmol), Cs2CO3 (839 mg, 2.6 mmol) and 10 mL DMF is stirred for 1 h at 50° C., poured into ice water, concentrated and the resulting precipitate is collected by filtration, washed with water and dried. The reactants are OC1(OC(C=2C1=NC=CC2)=O)C2=CC(=CC=C2)[N+](=O)[O-] (7-Hydroxy-7-(3-nitrophenyl)-7H-furo[3,4-b]pyridin-5-one), NN (hydrazine). Solvent: CO (methanol). Reaction conditions: time 17 hour. The product is [N+](=O)([O-])C=1C=C(C=CC1)C1=NNC(C2=C1N=CC=C2)=O (8-(3-nitrophenyl)- pyrido[2,3-d]pyridazin-5-one). RXN SMILES: O[C:2]1([C:12]2[CH:17]=[CH:16][CH:15]=[C:14]([N+:18]([O-:20])=[O:19])[CH:13]=2)[C:6]2=[N:7][CH:8]=[CH:9][CH:10]=[C:5]2[C:4](=O)[O:3]1.[NH2:21][NH2:22]>CO>[N+:18]([C:14]1[CH:13]=[C:12]([C:2]2[C:6]3[N:7]=[CH:8][CH:9]=[CH:10][C:5]=3[C:4](=[O:3])[NH:22][N:21]=2)[CH:17]=[CH:16][CH:15]=1)([O-:20])=[O:19]. Procedure details: 7-Hydroxy-7-(3-nitrophenyl)-7H-furo[3,4-b]pyridin-5-one (38.65 g, 142 mmoles) was mixed with 800 mL of methanol. To this mixture was added 35 mL of anhydrous hydrazine. The resulting solution was then heated under reflux for 5 hours. After 17 hours of aging at room temperature the product was isolated by filtration. The crystalline mass was washed twice with methanol (250 mL) and dried, yielding 25.6 g of 8-(3-nitrophenyl)- pyrido[2,3-d]pyridazin-5-one. Reactants: BrC1=CC2=C(OCC(C3=C2N=C(S3)C(=O)OCC)O)C=C1F (Ethyl 9-bromo-8-fluoro-4-hydroxy-4,5-dihydrobenzo[2,3]oxepino[4,5-d]thiazole-2-carboxylate), C(#C)[C@]1(C(N(CC1)C)=O)O ((3R)-3-ethynyl-3-hydroxy-1-methyl-pyrrolidin-2-one). Yields the product FC=1C(=CC2=C(OCC(C3=C2N=C(S3)C(=O)OCC)O)C1)C#C[C@]1(C(N(CC1)C)=O)O (ethyl 8-fluoro-4-hydroxy-9-(((R)-3-hydroxy-1-methyl-2-oxopyrrolidin-3-yl)ethynyl)-4,5-dihydrobenzo[2,3]oxepino[4,5-d]thiazole-2-carboxylate). Reaction SMILES: Br[C:2]1[C:21]([F:22])=[CH:20][C:5]2[O:6][CH2:7][CH:8]([OH:19])[C:9]3[S:13][C:12]([C:14]([O:16][CH2:17][CH3:18])=[O:15])=[N:11][C:10]=3[C:4]=2[CH:3]=1.[C:23]([C@:25]1([OH:32])[CH2:29][CH2:28][N:27]([CH3:30])[C:26]1=[O:31])#[CH:24]>>[F:22][C:21]1[C:2]([C:24]#[C:23][C@:25]2([OH:32])[CH2:29][CH2:28][N:27]([CH3:30])[C:26]2=[O:31])=[CH:3][C:4]2[C:10]3[N:11]=[C:12]([C:14]([O:16][CH2:17][CH3:18])=[O:15])[S:13][C:9]=3[CH:8]([OH:19])[CH2:7][O:6][C:5]=2[CH:20]=1. Procedure details: Ethyl 9-bromo-8-fluoro-4-hydroxy-4,5-dihydrobenzo[2,3]oxepino[4,5-d]thiazole-2-carboxylate was reacted with (3R)-3-ethynyl-3-hydroxy-1-methyl-pyrrolidin-2-one similarly to as described in General Procedure F to afford ethyl 8-fluoro-4-hydroxy-9-(((R)-3-hydroxy-1-methyl-2-oxopyrrolidin-3-yl)ethynyl)-4,5-dihydrobenzo[2,3]oxepino[4,5-d]thiazole-2-carboxylate which was directed subjected to General Procedure M to afford 12.9 mg and 17.1 mg (22% overall yield) after reverse phase purification then ch...